Dataset: the Open Reaction Database (ORD), a public repository of structured organic reaction records. Task: describe an organic reaction: reactants, conditions, products, and yield The reactants are O (water), Cl.NC1=CC(=C(C(=O)NCCN(CC)CC)C=C1Cl)O (4-amino-5-chloro-N-[2-(diethylamino)ethyl]-2-hydroxybenzamide hydrochloride), C([O-])([O-])=O.[K+].[K+] (potassium carbonate), ClC(C(C)=O)C (3-chloro-2-butanone). Run in C(Cl)Cl (methylene chloride), CN(C)C=O (DMF). Conditions: time 3 hour. Yields the product Cl.NC1=CC(=C(C(=O)NCCN(CC)CC)C=C1Cl)OC(C(C)=O)C (4-Amino-2-(butan-2-on-3-yl)oxy-5-chloro-N-[2-(diethylamino)ethyl]benzamide hydrochloride). Yield: 119.0%. RXN SMILES: Cl.[NH2:2][C:3]1[C:18]([Cl:19])=[CH:17][C:6]([C:7]([NH:9][CH2:10][CH2:11][N:12]([CH2:15][CH3:16])[CH2:13][CH3:14])=[O:8])=[C:5]([OH:20])[CH:4]=1.C(=O)([O-])[O-].[K+].[K+].Cl[CH:28]([CH3:32])[C:29](=[O:31])[CH3:30].O>CN(C=O)C.C(Cl)Cl>[ClH:19].[NH2:2][C:3]1[C:18]([Cl:19])=[CH:17][C:6]([C:7]([NH:9][CH2:10][CH2:11][N:12]([CH2:13][CH3:14])[CH2:15][CH3:16])=[O:8])=[C:5]([O:20][CH:28]([CH3:32])[C:29](=[O:31])[CH3:30])[CH:4]=1 |f:0.1,2.3.4,9.10|. Procedure: To a stirred suspension of 4-amino-5-chloro-N-[2-(diethylamino)ethyl]-2-hydroxybenzamide hydrochloride (1.94 g, 6 mmoles) and potassium carbonate (4.16 g, 30 mmoles) in DMF (10 ml) was added 3-chloro-2-butanone (0.95 g, 8.9 mmoles) and the mixture stirred for 3 hours, followed by pouring into water and extraction with methylene chloride. The extract was washed well with water, dried and concentrated in vacuo. The residue was dissolved in 1-propanol and treated with 2N HCl followed by concentrati... The reactants are CN1CCN(c2cc(N3CCc4ccc(Br)cc4C3)nc(N)n2)CC1, CCOc1ccc(Cn2cc(B3OC(C)(C)C(C)(C)O3)cn2)cn1. Product: CCOc1ccc(Cn2cc(-c3ccc4c(c3)CN(c3cc(N5CCN(C)CC5)nc(N)n3)CC4)cn2)cn1. As a reaction SMILES: [Br:1][c:2]1[cH:3][cH:4][c:5]2[c:10]([cH:11]1)[CH2:9][N:8]([c:12]1[n:13][c:14]([NH2:25])[n:15][c:16]([N:18]3[CH2:19][CH2:20][N:21]([CH3:24])[CH2:22][CH2:23]3)[cH:17]1)[CH2:7][CH2:6]2.[CH2:26]([CH3:27])[O:28][c:29]1[n:30][cH:31][c:32]([CH2:35][n:36]2[n:37][cH:38][c:39]([B:41]3[O:42][C:43]([CH3:44])([CH3:45])[C:46]([CH3:47])([CH3:48])[O:49]3)[cH:40]2)[cH:33][cH:34]1>>[c:2]1(-[c:39]2[cH:38][n:37][n:36]([CH2:35][c:32]3[cH:31][n:30][c:29]([O:28][CH2:26][CH3:27])[cH:34][cH:33]3)[cH:40]2)[cH:3][cH:4][c:5]2[c:10]([cH:11]1)[CH2:9][N:8]([c:12]1[n:13][c:14]([NH2:25])[n:15][c:16]([N:18]3[CH2:19][CH2:20][N:21]([CH3:24])[CH2:22][CH2:23]3)[cH:17]1)[CH2:7][CH2:6]2. Reactants: CNC(NN)=S (4-methylthiosemicarbazide), FC(C(=O)O)(F)F (trifluoroacetic acid). Run at time 8 hour. Yields the product SC1=NN=C(N1C)C(F)(F)F (3-mercapto-4-methyl-5-trifluoromethyl-1,2,4-triazole). RXN SMILES: [CH3:1][NH:2][C:3](=[S:6])[NH:4][NH2:5].[F:7][C:8]([F:13])([F:12])[C:9](O)=O>>[SH:6][C:3]1[N:2]([CH3:1])[C:9]([C:8]([F:13])([F:12])[F:7])=[N:5][N:4]=1. Procedure: In a 500-ml flask, 100 g (0.95 mole) 4-methylthiosemicarbazide and 155 g [100 ml (1.36 mole)] trifluoroacetic acid were combined, refluxed 3 hours, and then allowed to stand overnight. Since the reaction mixture solidified overnight, it was heated to solution and then added to ice. The precipitated solid was filtered, washed with water and air-dried. The solid was dissolved in hot benzene and the water was separated. The benzene solution was concentrated cooled, and filtered to give the product ... Starting materials: Cc1c(C(=O)O)oc2ccccc12, CCCCN1CCNCC1. The reagents and catalysts are [B-](F)(F)(F)F.CN(C)C(=[N+](C)C)ON1C2=C(C=CC(=C2)Cl)N=N1 (TCTU), CCN(C(C)C)C(C)C (DIPEA). Solvent: CN(C)C=O (DMF), CN(C)C=O (DMF), CN(C)C=O (DMF), CN(C)C=O (DMF), CN(C)C=O (DMF), CN(C)C=O (DMF). Run at temperature 25 celsius, time 2 hour. The product is CCCCN1CCN(C(=O)c2oc3ccccc3c2C)CC1. The yield is 75.8%. RXN SMILES: CCCCN1CCNCC1.Cc1c(C(=O)O)oc2ccccc12.[B-](F)(F)(F)F.CN(C)C(=[N+](C)C)ON1C2=C(C=CC(=C2)Cl)N=N1.CCN(C(C)C)C(C)C.CN(C)C=O>>CCCCN1CCN(C(=O)c2oc3ccccc3c2C)CC1. Starting materials: BrB(Br)Br, CO, COc1ccc2c(c1)CCNC2, ClCCl. Product: Oc1ccc2c(c1)CCNC2. As a reaction SMILES: [B:1]([Br:2])([Br:3])[Br:4].[CH3:17][OH:18].[CH3:5][O:6][c:7]1[cH:8][c:9]2[c:14]([cH:15][cH:16]1)[CH2:13][NH:12][CH2:11][CH2:10]2.[Cl:19][CH2:20][Cl:21]>>[OH:6][c:7]1[cH:8][c:9]2[c:14]([cH:15][cH:16]1)[CH2:13][NH:12][CH2:11][CH2:10]2. Starting materials: CCOC(=O)c1c(C)[nH]c(C(=O)OC(C)(C)C)c1C, CCOC(OCC)OCC, O=C(O)C(F)(F)F. The product is CCOC(=O)c1c(C)[nH]c(C=O)c1C. RXN SMILES: [C:1]([CH3:3])([CH3:4])([O:5][C:6](=[O:2])[c:8]1[nH:9][c:10]([CH3:19])[c:11]([C:14](=[O:15])[O:16][CH2:17][CH3:18])[c:12]1[CH3:13])[CH3:7].[CH:20]([O:21][CH2:22][CH3:23])([O:24][CH2:25][CH3:26])[O:27][CH2:28][CH3:29].[OH:30][C:31]([C:32]([F:33])([F:34])[F:35])=[O:36]>>[O:5]=[CH:6][c:8]1[nH:9][c:10]([CH3:19])[c:11]([C:14](=[O:15])[O:16][CH2:17][CH3:18])[c:12]1[CH3:13]. Reactants: BrC=1C=C(C(=NC1)N)OCC1=C(C(=CC=C1F)F)Cl (5-bromo-3-(2-chloro-3,6-difluoro-benzyloxy)-pyridin-2-ylamine), CC1(OB(OC1(C)C)C1=CC=C(C=C1)N1S(CCC1)(=O)=O)C (2-[4-(4,4,5,5-tetramethyl-1,3,2-dioxaborolan-2-yl)-phenyl]isothiazolidine 1,1-dioxide). Product: ClC1=C(COC=2C(=NC=C(C2)C2=CC=C(C=C2)N2S(CCC2)(=O)=O)N)C(=CC=C1F)F (3-(2-Chloro-3,6-difluoro-benzyloxy)-5-[4-(1,1-dioxo-1λ6-isothiazolidin-2-yl)-phenyl]-pyridin-2-ylamine). RXN SMILES: Br[C:2]1[CH:3]=[C:4]([O:9][CH2:10][C:11]2[C:16]([F:17])=[CH:15][CH:14]=[C:13]([F:18])[C:12]=2[Cl:19])[C:5]([NH2:8])=[N:6][CH:7]=1.CC1(C)C(C)(C)OB([C:28]2[CH:33]=[CH:32][C:31]([N:34]3[CH2:38][CH2:37][CH2:36][S:35]3(=[O:40])=[O:39])=[CH:30][CH:29]=2)O1>>[Cl:19][C:12]1[C:13]([F:18])=[CH:14][CH:15]=[C:16]([F:17])[C:11]=1[CH2:10][O:9][C:4]1[C:5]([NH2:8])=[N:6][CH:7]=[C:2]([C:28]2[CH:29]=[CH:30][C:31]([N:34]3[CH2:38][CH2:37][CH2:36][S:35]3(=[O:40])=[O:39])=[CH:32][CH:33]=2)[CH:3]=1. Reported procedure: 3-(2-Chloro-3,6-difluoro-benzyloxy)-5-[4-(1,1-dioxo-1λ6-isothiazolidin-2-yl)-phenyl]-pyridin-2-ylamine was prepared following procedure 3 from 5-bromo-3-(2-chloro-3,6-difluoro-benzyloxy)-pyridin-2-ylamine and 2-[4-(4,4,5,5-tetramethyl-1,3,2-dioxaborolan-2-yl)-phenyl]isothiazolidine 1,1-dioxide. Starting materials: C(CCCCCCCCCCC)OC1=C(C=CC=C1)O (2-dodecyloxyphenol), 3,6,9-trioxadecyl-p-toluene, C([O-])([O-])=O.[K+].[K+] (potassium carbonate), CC(=O)C (acetone). The product is C(CCCCCCCCCCC)OC1=C(C=CC=C1)OCCOCCOCCOC (1-dodecyloxy-2-(1,4,7,10-tetraoxaundecyl)benzene). The yield is 74.0%. Reaction SMILES: [CH2:1]([O:13][C:14]1[CH:19]=[CH:18][CH:17]=[CH:16][C:15]=1[OH:20])[CH2:2][CH2:3][CH2:4][CH2:5][CH2:6][CH2:7][CH2:8][CH2:9][CH2:10][CH2:11][CH3:12].[C:21](=[O:24])([O-])[O-].[K+].[K+].C[C:28]([CH3:30])=[O:29]>>[CH2:1]([O:13][C:14]1[CH:19]=[CH:18][CH:17]=[CH:16][C:15]=1[O:20][CH2:2][CH2:1][O:13][CH2:14][CH2:15][O:29][CH2:28][CH2:30][O:24][CH3:21])[CH2:2][CH2:3][CH2:4][CH2:5][CH2:6][CH2:7][CH2:8][CH2:9][CH2:10][CH2:11][CH3:12] |f:1.2.3|. Procedure: A mixture of 2-dodecyloxyphenol (4.75 g, 17.1 mmole), 3,6,9-trioxadecyl-p-toluene sulphonate24 (6 g, 18.9 mmole), dry acetone (50 ml) and anhydrous potassium carbonate (2.6 g, 18.9 mmole) was stirred and heated to reflux under a nitrogen atmosphere for 48 h. Upon cooling the reaction mixture was filtered and the acetone removed under reduced pressure. Distillation of the resultant oil, under reduced pressure, gave 1-dodecyloxy-2-(1,4,7,10-tetraoxaundecyl)benzene as a clear oil (5.4 g, 74%), b.p.... Starting materials: NC1=NC=CN=C1C1=NNC(=N1)C=1OC=CC1 (3-(2-aminopyrazin-3-yl)-5-(2-furyl)-1,2,4-triazole), [H-].[Na+] (sodium hydride), N#CBr (cyanogen bromide). Run in oil, CN(C=O)C (dimethylformamide). The product is NC1=NC2=C(C=3N1N=C(N3)C=3OC=CC3)N=CC=N2 (5-amino-(2-furyl)-pyrazino[2,3-e][1,2,4]-triazolo[1,5-c]pyrimidine). Reaction SMILES: [H-].[Na+].[NH2:3][C:4]1[C:9]([C:10]2[N:14]=[C:13]([C:15]3[O:16][CH:17]=[CH:18][CH:19]=3)[NH:12][N:11]=2)=[N:8][CH:7]=[CH:6][N:5]=1.[N:20]#[C:21]Br>CN(C)C=O>[NH2:20][C:21]1[N:11]2[N:12]=[C:13]([C:15]3[O:16][CH:17]=[CH:18][CH:19]=3)[N:14]=[C:10]2[C:9]2[N:8]=[CH:7][CH:6]=[N:5][C:4]=2[N:3]=1 |f:0.1|. Reported procedure: To a suspension of 50% sodium hydride in oil (300 mg) in dry dmethylformamide (16 ml) is added 3-(2-aminopyrazin-3-yl)-5-(2-furyl)-1,2,4-triazole (1.37 g) and the whole stirred under nitrogen at 60° until a solution forms. To this is added cyanogen bromide (700 mg) in dimethylformamide (9 ml) and the whole stirred under nitrogen over 66 hours at 60°. It is cooled to 0° and the solid collected, washed with dimethylformamide, then water, then ethanol and finally ether and air dried. It is recrysta... Starting materials: F[C@@H]1[C@@H]2[C@H]3CCC(C=C3C[C@H]([C@H]2[C@@H]2CCC([C@@]2(C)C1)=O)CCCCCO)=O (11β-fluoro-7α-(5-hydroxypentyl)-estr-4-ene-3,17-dione), C(Cl)(Cl)(Cl)Cl (carbon tetrachloride), C1(=CC=CC=C1)P(C1=CC=CC=C1)C1=CC=CC=C1 (triphenylphosphine). Run in C(C)#N (acetonitrile). Product: ClCCCCC[C@H]1[C@H]2[C@@H]3CCC([C@@]3(C)C[C@@H]([C@@H]2[C@H]2CCC(C=C2C1)=O)F)=O (7α-(5-chloropentyl)-11β-fluoro-estr-4-ene-3,17-dione). As a reaction SMILES: [F:1][C@H:2]1[CH2:19][C@@:17]2([CH3:18])[C@@H:13]([CH2:14][CH2:15][C:16]2=[O:20])[C@H:12]2[C@H:3]1[C@@H:4]1[C:9]([CH2:10][C@H:11]2[CH2:21][CH2:22][CH2:23][CH2:24][CH2:25]O)=[CH:8][C:7](=[O:27])[CH2:6][CH2:5]1.C(Cl)(Cl)(Cl)[Cl:29].C1(P(C2C=CC=CC=2)C2C=CC=CC=2)C=CC=CC=1>C(#N)C>[Cl:29][CH2:25][CH2:24][CH2:23][CH2:22][CH2:21][C@@H:11]1[CH2:10][C:9]2[C@H:4]([CH2:5][CH2:6][C:7](=[O:27])[CH:8]=2)[C@@H:3]2[C@@H:12]1[C@H:13]1[C@@:17]([CH2:19][C@@H:2]2[F:1])([CH3:18])[C:16](=[O:20])[CH2:15][CH2:14]1. Procedure: A solution of 78.7 g of 11β-fluoro-7α-(5-hydroxypentyl)-estr-4-ene-3,17-dione (Example 12e) in 1.41 of carbon tetrachloride and 475 ml of acetonitrile is stirred with 71 g of triphenylphosphine for 8.5 hours at room temperature. Then, it is extracted with water, aqueous sodium bicarbonate and common salt solution, dried on sodium sulfate, concentrated by evaporation in a vacuum and chromatographed on silica gel with hexane/ethyl acetate. 48.0 g of 7α-(5-chloropentyl)-11β-fluoro-estr-4-ene-3,17-d...